Dataset: the Open Reaction Database (ORD), a public repository of structured organic reaction records. Task: describe an organic reaction: reactants, conditions, products, and yield Starting materials: CN(C)c1ccc(C(=O)c2c(Cl)c(Cl)c(Cl)c(Cl)c2C(=O)O)c(N(C)C)c1, CN(C)c1cccc(N(C)C)c1, CC(=O)OC(C)=O, CCCCCC. Product: CN(C)c1ccc(C2(c3ccc(N(C)C)cc3N(C)C)OC(=O)c3c(Cl)c(Cl)c(Cl)c(Cl)c32)c(N(C)C)c1. As a reaction SMILES: [CH3:1][N:2]([c:3]1[c:4]([C:5](=[O:6])[c:7]2[c:8]([C:9](=[O:10])[OH:11])[c:12]([Cl:19])[c:13]([Cl:18])[c:14]([Cl:17])[c:15]2[Cl:16])[cH:20][cH:21][c:22]([N:24]([CH3:25])[CH3:26])[cH:23]1)[CH3:27].[CH3:28][N:29]([c:30]1[cH:31][c:32]([N:36]([CH3:37])[CH3:38])[cH:33][cH:34][cH:35]1)[CH3:39].[CH3:40][C:41]([O:42][C:43](=[O:44])[CH3:45])=[O:46].[CH3:47][CH2:48][CH2:49][CH2:50][CH2:51][CH3:52]>>[CH3:1][N:2]([c:3]1[c:4]([C:5]2([c:33]3[c:32]([N:36]([CH3:37])[CH3:38])[cH:31][c:30]([N:29]([CH3:28])[CH3:39])[cH:35][cH:34]3)[O:6][C:9](=[O:10])[c:8]3[c:7]2[c:15]([Cl:16])[c:14]([Cl:17])[c:13]([Cl:18])[c:12]3[Cl:19])[cH:20][cH:21][c:22]([N:24]([CH3:25])[CH3:26])[cH:23]1)[CH3:27].